From a dataset of the Open Reaction Database (ORD), a public repository of structured organic reaction records. describe an organic reaction: reactants, conditions, products, and yield Starting materials: NC(C1=CC=C(C=C1)N[C@@H](C=1N=C(N(N1)C1=NC=CC=N1)OCOC(C(COCOC)(C)C)=O)C1=C(C(=CC(=C1)OC)OCCO)F)=NC(C1=CC=CC=C1)=O (3-methoxymethoxy-2,2-dimethylpropionic acid 5-{(R)-[4-(amino[benzoylimino]methyl)phenylamino]-[2-fluoro-3-(2-hydroxyethoxy)-5-methoxyphenyl]methyl}-2-pyrimidin-2-yl-2H-[1,2,4]triazol-3-yloxymethyl ester), CC(C)(C)OC (TBME), C1(=CC=CC=C1)C (toluene), C(C)(=O)OCC.Cl (hydrogen chloride-ethyl acetate). Run in C(C)(C)O (isopropyl alcohol). Conditions: time 5 minute. The product is Cl.NC(C1=CC=C(C=C1)N[C@@H](C=1N=C(N(N1)C1=NC=CC=N1)OCOC(C(COCOC)(C)C)=O)C1=C(C(=CC(=C1)OC)OCCO)F)=NC(C1=CC=CC=C1)=O (3-methoxymethoxy-2,2-dimethylpropionic acid 5-{(R)-[4-(amino[benzoylimino]methyl)phenylamino]-[2-fluoro-3-(2-hydroxyethoxy)-5-methoxyphenyl]methyl}-2-pyrimidin-2-yl-2H-[1,2,4]triazol-3-yloxymethyl ester hydrochloride). Reaction SMILES: [NH2:1][C:2](=[N:48][C:49](=[O:56])[C:50]1[CH:55]=[CH:54][CH:53]=[CH:52][CH:51]=1)[C:3]1[CH:8]=[CH:7][C:6]([NH:9][C@H:10]([C:35]2[CH:40]=[C:39]([O:41][CH3:42])[CH:38]=[C:37]([O:43][CH2:44][CH2:45][OH:46])[C:36]=2[F:47])[C:11]2[N:12]=[C:13]([O:22][CH2:23][O:24][C:25](=[O:34])[C:26]([CH3:33])([CH3:32])[CH2:27][O:28][CH2:29][O:30][CH3:31])[N:14]([C:16]3[N:21]=[CH:20][CH:19]=[CH:18][N:17]=3)[N:15]=2)=[CH:5][CH:4]=1.CC(OC)(C)C.C1(C)C=CC=CC=1.C(OCC)(=O)C.[ClH:76]>C(O)(C)C>[ClH:76].[NH2:1][C:2](=[N:48][C:49](=[O:56])[C:50]1[CH:55]=[CH:54][CH:53]=[CH:52][CH:51]=1)[C:3]1[CH:8]=[CH:7][C:6]([NH:9][C@H:10]([C:35]2[CH:40]=[C:39]([O:41][CH3:42])[CH:38]=[C:37]([O:43][CH2:44][CH2:45][OH:46])[C:36]=2[F:47])[C:11]2[N:12]=[C:13]([O:22][CH2:23][O:24][C:25](=[O:34])[C:26]([CH3:33])([CH3:32])[CH2:27][O:28][CH2:29][O:30][CH3:31])[N:14]([C:16]3[N:17]=[CH:18][CH:19]=[CH:20][N:21]=3)[N:15]=2)=[CH:5][CH:4]=1 |f:3.4,6.7|. Procedure: To a mixture of 3-methoxymethoxy-2,2-dimethylpropionic acid 5-{(R)-[4-(amino[benzoylimino]methyl)phenylamino]-[2-fluoro-3-(2-hydroxyethoxy)-5-methoxyphenyl]methyl}-2-pyrimidin-2-yl-2H-[1,2,4]triazol-3-yloxymethyl ester (Example 1f, 300 mg), TBME (4 mL), toluene (4 mL), and isopropyl alcohol (2 mL), 4 N hydrogen chloride-ethyl acetate solution (0.098 mL) was slowly added, and the resulting mixture was stirred at room temperature for 5 minutes. The solvent in the reaction solution was distilled of...